Dataset: the Open Reaction Database (ORD), a public repository of structured organic reaction records. Task: describe an organic reaction: reactants, conditions, products, and yield Reactants: N1=CC=C(C=C1)C=O (4-pyridinecarboxaldehyde), Cl.C(NN)(=O)OC1=CC=CC=C1 (phenyl carbazate hydrochloride). The solvent is C(C)O (ethanol). Yields the product Cl.N1=CC=C(C=C1)C=NNC(=O)OC1=CC=CC=C1 (phenyl (4-pyridinylmethylene)carbazate monohydrochloride). Yield: 66.0%. As a reaction SMILES: [N:1]1[CH:6]=[CH:5][C:4]([CH:7]=O)=[CH:3][CH:2]=1.[ClH:9].[C:10]([O:14][C:15]1[CH:20]=[CH:19][CH:18]=[CH:17][CH:16]=1)(=[O:13])[NH:11][NH2:12]>C(O)C>[ClH:9].[N:1]1[CH:2]=[CH:3][C:4]([CH:7]=[N:12][NH:11][C:10]([O:14][C:15]2[CH:16]=[CH:17][CH:18]=[CH:19][CH:20]=2)=[O:13])=[CH:5][CH:6]=1 |f:1.2,4.5|. Reported procedure: A solution of 6.43 gm (0.06 mole) of 4-pyridinecarboxaldehyde, 11.31 gm (0.06 mole) of phenyl carbazate hydrochloride and 300 ml of 95% ethanol is refluxed 4 hr. The reaction mixture is evaporated to dryness. The crude product is suspended in 200 ml of boiling absolute ethanol and sufficient methanol added to give a solution. The hot solution is filtered, the filtrate cooled to room temperature and then chilled in the freezer. The crystals are collected, washed with Skellysolve B and dried to yi... The reactants are Cc1cc(CSC(=N)N)sc1CN(C)C, Cl, Cl, [Na+], [OH-], O. Product: Cc1cc(CS)sc1CN(C)C. As a reaction SMILES: [C:3](=[NH:4])([NH2:5])[S:6][CH2:7][c:8]1[s:9][c:10]([CH2:14][N:15]([CH3:16])[CH3:17])[c:11]([CH3:13])[cH:12]1.[ClH:1].[ClH:2].[Na+:19].[OH-:18].[OH2:20]>>[SH:6][CH2:7][c:8]1[s:9][c:10]([CH2:14][N:15]([CH3:16])[CH3:17])[c:11]([CH3:13])[cH:12]1. Reactants: N1N=CC(=C1)C=1C=2N(C=CC1)N=C(N2)NC2=CC=C(C(=O)OC)C=C2 (methyl 4-(8-(1H-pyrazol-4-yl)-[1,2,4]triazolo[1,5-a]pyridin-2-ylamino)benzoate), C1(CCCC1)Br (cyclopentyl bromide), C([O-])([O-])=O.[Cs+].[Cs+] (cesium carbonate). The solvent is CN(C=O)C (N,N-dimethylformamide), C(C)(=O)OCC (ethyl acetate). Run at temperature 100 celsius, time 2 hour. Product: C1(CCCC1)N1N=CC(=C1)C=1C=2N(C=CC1)N=C(N2)NC2=CC=C(C(=O)OC)C=C2 (methyl 4-(8-(1-cyclopentyl-1H-pyrazol-4-yl)-[1,2,4]triazolo[1,5-a]pyridin-2-ylamino)benzoate). Isolated yield 44.9%. As a reaction SMILES: [NH:1]1[CH:5]=[C:4]([C:6]2[C:7]3[N:8]([N:12]=[C:13]([NH:15][C:16]4[CH:25]=[CH:24][C:19]([C:20]([O:22][CH3:23])=[O:21])=[CH:18][CH:17]=4)[N:14]=3)[CH:9]=[CH:10][CH:11]=2)[CH:3]=[N:2]1.[CH:26]1(Br)[CH2:30][CH2:29][CH2:28][CH2:27]1.C(=O)([O-])[O-].[Cs+].[Cs+]>CN(C)C=O.C(OCC)(=O)C>[CH:26]1([N:1]2[CH:5]=[C:4]([C:6]3[C:7]4[N:8]([N:12]=[C:13]([NH:15][C:16]5[CH:25]=[CH:24][C:19]([C:20]([O:22][CH3:23])=[O:21])=[CH:18][CH:17]=5)[N:14]=4)[CH:9]=[CH:10][CH:11]=3)[CH:3]=[N:2]2)[CH2:30][CH2:29][CH2:28][CH2:27]1 |f:2.3.4|. Reported procedure: A suspension of methyl 4-(8-(1H-pyrazol-4-yl)-[1,2,4]triazolo[1,5-a]pyridin-2-ylamino)benzoate (43 mg, 0.13 mmol, 1 equiv), cyclopentyl bromide (41 μL, 0.38 mmol, 3.0 equiv) and cesium carbonate (126 mg, 0.383 mmol, 3.0 equiv) in N,N-dimethylformamide (1 mL) was heated at 100° C. After 2 h, the reaction mixture was diluted with ethyl acetate, and the resulting solution was washed with saturated aqueous sodium chloride solution. The collected organic was concentrated. Purification of the resultin... Starting materials: COC(=O)Nc1ncc(C2=C(C(=O)OC(c3ccccc3)c3ccccc3)N3C(=O)C(NC(=O)Cc4cccs4)C3SC2)s1, O=CO. Product: COC(=O)Nc1ncc(C2=C(C(=O)O)N3C(=O)C(NC(=O)Cc4cccs4)C3SC2)s1. Reaction SMILES: [CH:1]([c:2]1[cH:3][cH:4][cH:5][cH:6][cH:7]1)([c:8]1[cH:9][cH:10][cH:11][cH:12][cH:13]1)[O:14][C:15](=[O:16])[C:17]1=[C:24]([c:25]2[cH:26][n:27][c:28]([NH:30][C:31](=[O:32])[O:33][CH3:34])[s:29]2)[CH2:23][S:22][CH:21]2[N:18]1[C:19](=[O:44])[CH:20]2[NH:35][C:36]([CH2:37][c:38]1[s:39][cH:40][cH:41][cH:42]1)=[O:43].[CH:45]([OH:46])=[O:47]>>[O:14]=[C:15]([OH:16])[C:17]1=[C:24]([c:25]2[cH:26][n:27][c:28]([NH:30][C:31](=[O:32])[O:33][CH3:34])[s:29]2)[CH2:23][S:22][CH:21]2[N:18]1[C:19](=[O:44])[CH:20]2[NH:35][C:36]([CH2:37][c:38]1[s:39][cH:40][cH:41][cH:42]1)=[O:43]. Reactants: C(O)([O-])=O.[Na+] (sodium hydrogen carbonate), C1(CC1)N(C(=O)[C@H]1CN(CCO1)C(=O)OC(C)(C)C)C(C)C1=CN(C2=NC=CC=C21)CCCNC(=O)OC (t-butyl (2R)-2-({cyclopropyl[1-(1-{3-[(methoxycarbonyl)amino]propyl}-1H-pyrrolo[2,3-b]pyridin-3-yl)ethyl]amino}carbonyl)morpholin-4-carboxylate), N1=C(C=CC=C1C)C (2,6-lutidine), C[Si](C)(C)OS(=O)(=O)C(F)(F)F (trimethylsilyltriflate). Run in CO (methanol), ClCCl (dichloromethane). Run at time 1 hour. Yields the product C1(CC1)N(C(C)C1=CN(C2=NC=CC=C21)CCCNC(OC)=O)C(=O)[C@H]2CNCCO2 (methyl {3-[3-(1-{cyclopropyl[(2R)-morpholin-2-ylcarbonyl]amino}ethyl)-1H-pyrrolo[2,3-b]pyridin-1-yl]propyl}carbamate). Yield: 53.2%. Reaction SMILES: [CH:1]1([N:4]([CH:20]([C:22]2[C:30]3[C:25](=[N:26][CH:27]=[CH:28][CH:29]=3)[N:24]([CH2:31][CH2:32][CH2:33][NH:34][C:35]([O:37][CH3:38])=[O:36])[CH:23]=2)[CH3:21])[C:5]([C@@H:7]2[O:12][CH2:11][CH2:10][N:9](C(OC(C)(C)C)=O)[CH2:8]2)=[O:6])[CH2:3][CH2:2]1.N1C(C)=CC=CC=1C.C[Si](OS(C(F)(F)F)(=O)=O)(C)C.C(=O)([O-])O.[Na+]>ClCCl.CO>[CH:1]1([N:4]([C:5]([C@@H:7]2[O:12][CH2:11][CH2:10][NH:9][CH2:8]2)=[O:6])[CH:20]([C:22]2[C:30]3[C:25](=[N:26][CH:27]=[CH:28][CH:29]=3)[N:24]([CH2:31][CH2:32][CH2:33][NH:34][C:35](=[O:36])[O:37][CH3:38])[CH:23]=2)[CH3:21])[CH2:3][CH2:2]1 |f:3.4|. Procedure: To a solution of t-butyl (2R)-2-({cyclopropyl[1-(1-{3-[(methoxycarbonyl)amino]propyl}-1H-pyrrolo[2,3-b]pyridin-3-yl)ethyl]amino}carbonyl)morpholin-4-carboxylate (116 mg) and 2,6-lutidine (0.077 mL) in dichloromethane (2 mL) was added trimethylsilyltriflate (0.099 mL) under ice-cooling, and the mixture was stirred at the same temperature for 1 hour. Then, thereto were added aqueous sodium hydrogen carbonate solution and methanol (2.0 mL) under ice-cooling, and the mixture was extracted with chlor...